From a dataset of the Open Reaction Database (ORD), a public repository of structured organic reaction records. describe an organic reaction: reactants, conditions, products, and yield The reactants are COC(=O)CCCC#CCC(C(=O)OCC)(S(=O)(=O)C)CCCC(CCCCC)OC(C)=O (ethyl 2-(6-methoxycarbonyl-2-hexyn-1-yl)-2-(4-acetoxynonyl)-2-(methylsulfonyl)-acetate), [Cl-].[Na+] (sodium chloride), C(=O)=O (carbon dioxide). The solvent is CCOCC (ether), O (water), CS(=O)C (dimethyl sulfoxide), O (water). Yields the product CS(=O)(=O)C(CC#CCCCC(=O)OC)CCCC(CCCCC)OC(C)=O (methyl 8-methylsulfonyl-12-acetoxy-5-heptadecynoate). Reaction SMILES: [CH3:1][O:2][C:3]([CH2:5][CH2:6][CH2:7][C:8]#[C:9][CH2:10][C:11]([CH2:21][CH2:22][CH2:23][CH:24]([O:30][C:31](=[O:33])[CH3:32])[CH2:25][CH2:26][CH2:27][CH2:28][CH3:29])([S:17]([CH3:20])(=[O:19])=[O:18])C(OCC)=O)=[O:4].[Cl-].[Na+].C(=O)=O>CCOCC.O.CS(C)=O>[CH3:20][S:17]([CH:11]([CH2:21][CH2:22][CH2:23][CH:24]([O:30][C:31](=[O:33])[CH3:32])[CH2:25][CH2:26][CH2:27][CH2:28][CH3:29])[CH2:10][C:9]#[C:8][CH2:7][CH2:6][CH2:5][C:3]([O:2][CH3:1])=[O:4])(=[O:18])=[O:19] |f:1.2|. Procedure: A solution of ethyl 2-(6-methoxycarbonyl-2-hexyn-1-yl)-2-(4-acetoxynonyl)-2-(methylsulfonyl)-acetate (48.8 g., 0.1 mole), water (3.6 g., 0.2 mole), and sodium chloride (6.5 g., 0.11 mole) in 120 ml. of dimethyl sulfoxide is heated at 130°-150° C. for 6 hours until evolution of carbon dioxide is completed. The mixture is cooled, treated with 400 ml. of water and the oily product taken up in ether, washed with water and dried over sodium sulfate. Evaporation of the ether in vacuo leaves the title ... Reactants: NC=1C=C(C=C2OC(C=3CCCCC23)=O)C=CC1F (3-(3-amino-4-fluorobenzylidene)-4,5,6,7-tetrahydroisobenzofuran-1(3H)-one), O.NN (hydrazine monohydrate). Run in C(C)O (ethanol). Run at temperature 0 celsius. Yields the product NC=1C=C(CC2=NNC(C=3CCCCC23)=O)C=CC1F (4-(3-amino-4-fluorobenzyl)-5,6,7,8-tetrahydrophthalazin-1(2H)-one). Reaction SMILES: [NH2:1][C:2]1[CH:3]=[C:4]([CH:16]=[CH:17][C:18]=1[F:19])[CH:5]=[C:6]1[C:14]2[CH2:13][CH2:12][CH2:11][CH2:10][C:9]=2[C:8](=O)[O:7]1.O.[NH2:21][NH2:22]>C(O)C>[NH2:1][C:2]1[CH:3]=[C:4]([CH:16]=[CH:17][C:18]=1[F:19])[CH2:5][C:6]1[C:14]2[CH2:13][CH2:12][CH2:11][CH2:10][C:9]=2[C:8](=[O:7])[NH:22][N:21]=1 |f:1.2|. Procedure details: To a solution of EXAMPLE 2B (1.42 g) in ethanol (10 mL) was added hydrazine monohydrate (0.27 mL). The mixture stirred at reflux for 1 hour, cooled to 0° C., and filtered. The solid was washed with water and dried. 1H NMR (CD3OD) δ 1.63-1.75 (m, 4H), 2.36-2.45 (m, 2H), 2.46-2.53 (m, 2H), 3.84 (s, 2H), 6.42-6.49 (m, 1H), 6.64 (dd, J=8.6, 2.2 Hz, 1H), 6.86 (dd, J=11.2, 8.1 Hz, 1H). Reactants: NC1=NN=C(O1)C=1C(=CC(=C(C#N)C1)C)C1CCC1 (5-(5-amino-1,3,4-oxadiazol-2-yl)-4-cyclobutyl-2-methylbenzonitrile), [OH-].[K+] (KOH), CCO (EtOH), Cl (HCl). Conditions: temperature 85 celsius. Yields the product C1(CCC1)C1=CC(=C(C#N)C=C1C1=NN=C(N1)OCC)C (4-Cyclobutyl-5-(5-ethoxy-4H-1,2,4-triazol-3-yl)-2-methylbenzonitrile). As a reaction SMILES: [NH2:1][C:2]1[O:6][C:5]([C:7]2[C:8]([CH:16]3[CH2:19][CH2:18][CH2:17]3)=[CH:9][C:10]([CH3:15])=[C:11]([CH:14]=2)[C:12]#[N:13])=[N:4][N:3]=1.[OH-].[K+].Cl.[CH3:23][CH2:24]O>>[CH:16]1([C:8]2[C:7]([C:5]3[NH:1][C:2]([O:6][CH2:23][CH3:24])=[N:3][N:4]=3)=[CH:14][C:11]([C:12]#[N:13])=[C:10]([CH3:15])[CH:9]=2)[CH2:19][CH2:18][CH2:17]1 |f:1.2|. Reported procedure: To a solution of 5-(5-amino-1,3,4-oxadiazol-2-yl)-4-cyclobutyl-2-methylbenzonitrile (219.6, 0.5 g, 2.0 mmol) in EtOH (40 ml) was added KOH (1.11 g, 20.0 mmol). The mixture was heated at 85° C. overnight. After cooling to ambient temperature, the mixture was neutralized to pH 7 with 1N HCl at 0° C. and then extracted with EtOAc (×2). The combined organic layers were dried (Na2SO4) and concentrated. The residue was purified using column (silica gel) chromatography (hexanes:EtOAc 1:1 to EtOAc). Yie... As a reaction SMILES: F[C:2]1[N:10]=[C:9]2[C:5]([N:6]=[CH:7][N:8]2[CH:11]2[CH2:16][CH2:15][CH2:14][CH2:13][O:12]2)=[C:4]([NH2:17])[N:3]=1.[CH3:18][C@H:19]([NH2:23])[CH2:20][CH2:21][CH3:22]>>[CH3:18][C@H:19]([NH:23][C:2]1[N:10]=[C:9]2[C:5]([N:6]=[CH:7][N:8]2[CH:11]2[CH2:16][CH2:15][CH2:14][CH2:13][O:12]2)=[C:4]([NH2:17])[N:3]=1)[CH2:20][CH2:21][CH3:22]. Reported procedure: Prepared similarly to Intermediate 70 from 2-fluoro-9-(tetrahydro-2H-pyran-2-yl)-9H-purin-6-amine and (2S)-2-pentanamine. Yields the product C[C@@H](CCC)NC1=NC(=C2N=CN(C2=N1)C1OCCCC1)N (N2-[(1S)-1-Methylbutyl]-9-(tetrahydro-2H-pyran-2-yl)-9H-purine-2,6-diamine). Starting materials: Intermediate 70, FC1=NC(=C2N=CN(C2=N1)C1OCCCC1)N (2-fluoro-9-(tetrahydro-2H-pyran-2-yl)-9H-purin-6-amine), C[C@@H](CCC)N ((2S)-2-pentanamine). The reactants are O (water), Example 4-37, [F-].[Cs+] (cesium fluoride), COC1=C(CN2C(CC[C@@H]2\C=C(/C2=CC=C(C=C2)C(F)(F)F)\[Sn](CCCC)(CCCC)CCCC)=O)C=CC(=C1)OC ((5R)-1-(2,4-dimethoxybenzyl)-5-{(E)-2-(tributylstannyl)-2-[4-(trifluoromethyl)phenyl]ethenyl}pyrrolidin-2-one), Example 4-29, C1(CCCC1)OC=1C(=NC(=CC1)I)OC (3-(cyclopentyloxy)-6-iodo-2-methoxypyridine). The reagents and catalysts are C=1C=CC(=CC1)[P](C=2C=CC=CC2)(C=3C=CC=CC3)[Pd]([P](C=4C=CC=CC4)(C=5C=CC=CC5)C=6C=CC=CC6)([P](C=7C=CC=CC7)(C=8C=CC=CC8)C=9C=CC=CC9)[P](C=1C=CC=CC1)(C=1C=CC=CC1)C=1C=CC=CC1 (Tetrakis(triphenylphosphine)palladium(0)), [Cu](I)I (copper iodide). Run in C(C)(=O)OCC (ethyl acetate), CN(C=O)C (N,N-dimethylformamide). Run at temperature 65 celsius, time 3 hour. Yields the product C1(CCCC1)OC=1C=CC(=NC1OC)/C(=C/[C@H]1CCC(N1CC1=C(C=C(C=C1)OC)OC)=O)/C1=CC=C(C=C1)C(F)(F)F ((5R)-5-{(E)-2-[5-(cyclopentyloxy)-6-methoxypyridin-2-yl]-2-[4-(trifluoromethyl)phenyl]ethenyl}-1-(2,4-dimethoxybenzyl)pyrrolidin-2-one). As a reaction SMILES: [CH3:1][O:2][C:3]1[CH:40]=[C:39]([O:41][CH3:42])[CH:38]=[CH:37][C:4]=1[CH2:5][N:6]1[C@@H:10](/[CH:11]=[C:12](/[Sn](CCCC)(CCCC)CCCC)\[C:13]2[CH:18]=[CH:17][C:16]([C:19]([F:22])([F:21])[F:20])=[CH:15][CH:14]=2)[CH2:9][CH2:8][C:7]1=[O:36].[CH:43]1([O:48][C:49]2[C:50]([O:56][CH3:57])=[N:51][C:52](I)=[CH:53][CH:54]=2)[CH2:47][CH2:46][CH2:45][CH2:44]1.[F-].[Cs+].O>CN(C)C=O.C1C=CC([P]([Pd]([P](C2C=CC=CC=2)(C2C=CC=CC=2)C2C=CC=CC=2)([P](C2C=CC=CC=2)(C2C=CC=CC=2)C2C=CC=CC=2)[P](C2C=CC=CC=2)(C2C=CC=CC=2)C2C=CC=CC=2)(C2C=CC=CC=2)C2C=CC=CC=2)=CC=1.[Cu](I)I.C(OCC)(=O)C>[CH:43]1([O:48][C:49]2[CH:54]=[CH:53][C:52](/[C:12](/[C:13]3[CH:14]=[CH:15][C:16]([C:19]([F:21])([F:22])[F:20])=[CH:17][CH:18]=3)=[CH:11]/[C@@H:10]3[N:6]([CH2:5][C:4]4[CH:37]=[CH:38][C:39]([O:41][CH3:42])=[CH:40][C:3]=4[O:2][CH3:1])[C:7](=[O:36])[CH2:8][CH2:9]3)=[N:51][C:50]=2[O:56][CH3:57])[CH2:44][CH2:45][CH2:46][CH2:47]1 |f:2.3,^1:69,71,90,109|. Reported procedure: Tetrakis(triphenylphosphine)palladium(0) (30 mg) was added to a solution of (5R)-1-(2,4-dimethoxybenzyl)-5-{(E)-2-(tributylstannyl)-2-[4-(trifluoromethyl)phenyl]ethenyl}pyrrolidin-2-one obtained in Reference Example 4-29 (184 mg), 3-(cyclopentyloxy)-6-iodo-2-methoxypyridine obtained in Reference Example 4-37 (169 mg), cesium fluoride (80 mg) and copper iodide (60 mg) in N,N-dimethylformamide (2 mL) in a nitrogen atmosphere, and the mixture was stirred at 65° C. for three hours. The reaction solu... Reactants: petroleum ether EtOAc, C(C)(=O)O[BH-](OC(C)=O)OC(C)=O.[Na+] (Sodiumtriacetoxy borohydride), FC(C1=NC(=NO1)C=1C=C(C=O)C=CC1)(F)F (3-(5-(trifluoromethyl)-1,2,4-oxadiazol-3-yl)benzaldehyde), FC1=CC=C(C=C1)C=1OC=C(N1)C(CN)(C)C (2-(2-(4-fluorophenyl)oxazol-4-yl)-2-methylpropan-1-amine). Run in ClCCCl (DCE). The product is FC1=CC=C(C=C1)C=1OC=C(N1)C(CNCC1=CC(=CC=C1)C1=NOC(=N1)C(F)(F)F)(C)C (2-(2-(4-fluorophenyl)oxazol-4-yl)-2-methyl-N-(3-(5-(trifluoromethyl)-1,2,4-oxadiazol-3-yl)benzyl)propan-1-amine). Yield: 17.5%. As a reaction SMILES: C(O[BH-](OC(=O)C)OC(=O)C)(=O)C.[Na+].[F:15][C:16]([F:31])([F:30])[C:17]1[O:21][N:20]=[C:19]([C:22]2[CH:23]=[C:24]([CH:27]=[CH:28][CH:29]=2)[CH:25]=O)[N:18]=1.[F:32][C:33]1[CH:38]=[CH:37][C:36]([C:39]2[O:40][CH:41]=[C:42]([C:44]([CH3:48])([CH3:47])[CH2:45][NH2:46])[N:43]=2)=[CH:35][CH:34]=1>ClCCCl>[F:32][C:33]1[CH:34]=[CH:35][C:36]([C:39]2[O:40][CH:41]=[C:42]([C:44]([CH3:48])([CH3:47])[CH2:45][NH:46][CH2:25][C:24]3[CH:27]=[CH:28][CH:29]=[C:22]([C:19]4[N:18]=[C:17]([C:16]([F:31])([F:30])[F:15])[O:21][N:20]=4)[CH:23]=3)[N:43]=2)=[CH:37][CH:38]=1 |f:0.1|. Reported procedure: Sodiumtriacetoxy borohydride (197 mg, 0.9 mmol) was added to a solution of 3-(5-(trifluoromethyl)-1,2,4-oxadiazol-3-yl)benzaldehyde (150 mg, 0.62 mmol) and 2-(2-(4-fluorophenyl)oxazol-4-yl)-2-methylpropan-1-amine (150 mg, 0.64 mmol) in dry DCE (2 mL) at 0° C. under nitrogen atmosphere and stirred at room temperature for 8 h (monitored by TLC, petroleum ether/EtOAc 6:4). Reaction mixture was carefully quenched with 10% NaHCO3 solution and the organic product was extracted with EtOAc. The combined... Starting materials: CN(C)C=O, O=c1[nH]c(-c2ccc(Cl)cc2)nc2ccccc12, O=S(Cl)Cl. Product: Clc1ccc(-c2nc(Cl)c3ccccc3n2)cc1. Reaction SMILES: [CH3:23][N:24]([CH3:25])[CH:26]=[O:27].[Cl:1][c:2]1[cH:3][cH:4][c:5](-[c:8]2[n:9][c:10]3[cH:11][cH:12][cH:13][cH:14][c:15]3[c:16](=[O:18])[nH:17]2)[cH:6][cH:7]1.[S:19]([Cl:20])([Cl:21])=[O:22]>>[Cl:1][c:2]1[cH:3][cH:4][c:5](-[c:8]2[n:9][c:10]3[cH:11][cH:12][cH:13][cH:14][c:15]3[c:16]([Cl:21])[n:17]2)[cH:6][cH:7]1. The reactants are N(=O)[O-].[Na+] (sodium nitrite), NC=1C=C(C(=O)OC)C=CC1Cl (methyl 3-amino-4-chlorobenzoate), [Cu](C#N)C#N (copper cyanide), [OH-].[Na+] (sodium hydroxide). Solvent: O (water), O (water), Cl (hydrochloric acid). Isolated yield 36.8%. Run at time 2 hour. Reaction SMILES: N([O-])=O.[Na+].N[C:6]1[CH:7]=[C:8]([CH:13]=[CH:14][C:15]=1[Cl:16])[C:9]([O:11][CH3:12])=[O:10].[OH-].[Na+].[Cu](C#N)[C:20]#[N:21]>O.Cl>[Cl:16][C:15]1[CH:14]=[CH:13][C:8]([C:9]([O:11][CH3:12])=[O:10])=[CH:7][C:6]=1[C:20]#[N:21] |f:0.1,3.4|. Yields the product ClC1=C(C=C(C(=O)OC)C=C1)C#N (Methyl 4-chloro-3-cyanobenzoate). Reported procedure: A solution of sodium nitrite (1.28 g) in water (8 ml) was added over 10 min to a mixture of methyl 3-amino-4-chlorobenzoate (4.0 g) in water (40 ml) and concentrated hydrochloric acid (5 ml) at 0° C. After 30 min the mixture was neutralised with aqueous sodium hydroxide solution to pH˜7 then added portionwise to a solution of copper cyanide (prepared from sodium cyanide (2.87 g) and copper(I) chloride (2.23 g) in water (40 ml)) at 0° C. The mixture was stirred at room temperature for 2 h then pa...